This data is from the Open Reaction Database (ORD), a public repository of structured organic reaction records. The task is: describe an organic reaction: reactants, conditions, products, and yield The reactants are COC(=O)C1=NC=C(C=C1C)C1=CC(=CC=C1)C(F)(F)F (3-methyl-5-(3-trifluoromethyl-phenyl)-pyridine-2-carboxylic acid methyl ester), ClC=1C=C(C=CC1Cl)C=1C=C(C(=NC1)C(=O)N1CCC(CC1)N1CCCC1)C ([5-(3,4-Dichloro-phenyl)-3-methyl-pyridin-2-yl]-(4-pyrrolidin-1-yl-piperidin-1-yl)-methanone), COC1=C(C=C(C=C1)B(O)O)C(F)(F)F (4-methoxy-3-trifluoromethyl-phenyl-boronic acid), (1,1′-bis-diphenylphosphino)-ferrocene, C([O-])([O-])=O.[Na+].[Na+] (sodium carbonate). The reagents and catalysts are [Pd](Cl)Cl (palladium-(II)dichloride). The solvent is O1CCOCC1.O (dioxane water). The product is COC1=C(C=C(C=C1)C=1C=C(C(=NC1)C(=O)N1CCC(CC1)N1CCCC1)C)C(F)(F)F ([5-(4-Methoxy-3-trifluoromethyl-phenyl)-3-methyl-pyridin-2-yl]-(4-pyrrolidin-1-yl-piperidin-1-yl)-methanone). RXN SMILES: COC(C1C(C)=CC(C2C=CC=C(C(F)(F)F)C=2)=CN=1)=O.ClC1C=C([C:30]2[CH:31]=[C:32]([CH3:49])[C:33]([C:36]([N:38]3[CH2:43][CH2:42][CH:41]([N:44]4[CH2:48][CH2:47][CH2:46][CH2:45]4)[CH2:40][CH2:39]3)=[O:37])=[N:34][CH:35]=2)C=CC=1Cl.[CH3:50][O:51][C:52]1[CH:57]=[CH:56][C:55](B(O)O)=[CH:54][C:53]=1[C:61]([F:64])([F:63])[F:62].C(=O)([O-])[O-].[Na+].[Na+]>O1CCOCC1.O.[Pd](Cl)Cl>[CH3:50][O:51][C:52]1[CH:57]=[CH:56][C:55]([C:30]2[CH:31]=[C:32]([CH3:49])[C:33]([C:36]([N:38]3[CH2:39][CH2:40][CH:41]([N:44]4[CH2:48][CH2:47][CH2:46][CH2:45]4)[CH2:42][CH2:43]3)=[O:37])=[N:34][CH:35]=2)=[CH:54][C:53]=1[C:61]([F:64])([F:63])[F:62] |f:3.4.5,6.7|. Procedure: In analogy to the procedure described for the preparation of intermediate 1A, (5-bromo-3-methyl-pyridin-2-yl)-(4-pyrrolidin-1-yl-piperidin-1-yl)-methanone (see example 28) was reacted with 4-methoxy-3-trifluoromethyl-phenyl-boronic acid, (1,1′-bis-diphenylphosphino)-ferrocene)palladium-(II)dichloride (1:1 complex with CH2Cl2) and sodium carbonate in dioxane/water to give the title compound as brown amorphous solid. MS: 448.2 (MH+). Starting materials: S(=O)([O-])S(=O)[O-].[Na+].[Na+] (sodium hydrosulfite), C(CCCC=C)N1C(N(C=C(C1=O)C)C)=O (3-(5-hexenyl)-1-methylthymine), C[N+]1(CCOCC1)[O-] (4-methylmorpholine-N oxide), sol., CC(=O)C (acetone). The reagents and catalysts are [Os](=O)(=O)(=O)=O (osmium tetroxide). Run in C(C)(C)(C)O (t-butanol), O (water). Yields the product OC(CCCCN1C(N(C=C(C1=O)C)C)=O)CO (3-(5,6-dihydroxyhexyl)-1-methylthymine). Yield: 89.0%. Reaction SMILES: [CH2:1]([N:7]1[C:12](=[O:13])[C:11]([CH3:14])=[CH:10][N:9]([CH3:15])[C:8]1=[O:16])[CH2:2][CH2:3]CC=C.C[N+]1([O-])CC[O:21]CC1.S(S([O-])=O)([O-])=O.[Na+].[Na+].[CH3:33][C:34]([CH3:36])=[O:35]>C(O)(C)(C)C.O.[Os](=O)(=O)(=O)=O>[OH:35][CH:34]([CH2:36][OH:21])[CH2:33][CH2:3][CH2:2][CH2:1][N:7]1[C:12](=[O:13])[C:11]([CH3:14])=[CH:10][N:9]([CH3:15])[C:8]1=[O:16] |f:2.3.4|. Reported procedure: A solution of 3-(5-hexenyl)-1-methylthymine (2.00 g, 9 mmol), 4-methylmorpholine-N oxide (1.17 mg, 10 mmol), and a 2.5% sol. in t-butanol of osmium tetroxide (0.15 mL ) in acetone (15 mL) and water (10 mL) was stirred for 20 hours. After addition of a saturated solution of sodium hydrosulfite (10 mL) and 15 minutes of stirring, the reaction mixture was extracted with 20% ethanolldichloromethane (4×40 mL). The combined organic layers were dried over sodium sulfate and the solvent evaporated under... Reactants: ClC1=C(N)C=C(C(=C1)C(C1=CC=C(C=C1)F)C#N)Cl (2,5-dichloro-4-(alpha-cyano-4-fluorobenzyl)aniline), FC1=C(C(=O)N=C=O)C(=CC=C1)F (2,6-difluorobenzoyl isocyanate). The solvent is C1(=CC=CC=C1)C (toluene). Product: ClC1=C(C=C(C(=C1)C(C1=CC=C(C=C1)F)C#N)Cl)NC(=O)NC(C1=C(C=CC=C1F)F)=O (1-[2,5-dichloro-4-(alpha-cyano-4-fluorobenzyl)phenyl]-3-(2,6-difluorobenzoyl)urea). RXN SMILES: [Cl:1][C:2]1[CH:8]=[C:7]([CH:9]([C:17]#[N:18])[C:10]2[CH:15]=[CH:14][C:13]([F:16])=[CH:12][CH:11]=2)[C:6]([Cl:19])=[CH:5][C:3]=1[NH2:4].[F:20][C:21]1[CH:31]=[CH:30][CH:29]=[C:28]([F:32])[C:22]=1[C:23]([N:25]=[C:26]=[O:27])=[O:24]>C1(C)C=CC=CC=1>[Cl:1][C:2]1[CH:8]=[C:7]([CH:9]([C:17]#[N:18])[C:10]2[CH:11]=[CH:12][C:13]([F:16])=[CH:14][CH:15]=2)[C:6]([Cl:19])=[CH:5][C:3]=1[NH:4][C:26]([NH:25][C:23](=[O:24])[C:22]1[C:28]([F:32])=[CH:29][CH:30]=[CH:31][C:21]=1[F:20])=[O:27]. Procedure details: Into a 100 milliliter round bottom flask equipped with a thermometer, magnetic stirrer and condenser was added 30 milliliters of toluene, 1.2 grams (0.004 moles) of 2,5-dichloro-4-(alpha-cyano-4-fluorobenzyl)aniline prepared in Part B and 1.0 grams (0.005 moles) of 2,6-difluorobenzoyl isocyanate under a nitrogen atmosphere at ambient temperature. The reaction mixture was then heated in an oil bath for a period of 2 hours. After cooling to ambient temperature, the reaction mixture was filtered an... Starting materials: C1=2C(=O)OC(NC1=CC=CC2)=O (Isatoic anhydride), NNC(=S)N (thiosemicarbazide). Solvent: CN(C)C=O (DMF). Conditions: temperature 70 celsius, time 20 hour. The product is NC1=C(C(=O)NNC(=S)N)C=CC=C1 (1-(2-aminobenzoyl)thiosemicarbazide). The yield is 46.6%. RXN SMILES: [C:1]12[C:7](=[CH:8][CH:9]=[CH:10][CH:11]=1)[NH:6]C(=O)O[C:2]2=[O:3].[NH2:13][NH:14][C:15]([NH2:17])=[S:16]>CN(C=O)C>[NH2:6][C:7]1[CH:8]=[CH:9][CH:10]=[CH:11][C:1]=1[C:2]([NH:13][NH:14][C:15]([NH2:17])=[S:16])=[O:3]. Procedure details: Isatoic anhydride (4.9 g) and thiosemicarbazide (2.8 g) were dissolved in 30 ml of DMF and the resulting mixture was stirred 20 h at 60 to 80° C. The solvent was removed under reduced pressure and the residue was recrystallized from methanol and ethanol to give 2.94 g of 1-(2-aminobenzoyl)thiosemicarbazide.